This data is from the Open Reaction Database (ORD), a public repository of structured organic reaction records. The task is: describe an organic reaction: reactants, conditions, products, and yield Reaction SMILES: [CH2:20]([P:21]([CH2:22][CH2:23][CH2:24][CH3:25])[CH2:26][CH2:27][CH2:28][CH3:29])[CH2:30][CH2:31][CH3:32].[CH2:33]([CH3:34])[O:35][C:36]([CH:37]([CH2:38][c:39]1[cH:40][cH:41][c:42]([OH:45])[cH:43][cH:44]1)[O:46][CH2:47][CH3:48])=[O:49].[CH3:74][CH2:75][CH2:76][CH2:77][CH2:78][CH2:79][CH3:80].[N:50]([C:51]([N:52]1[CH2:53][CH2:54][CH2:55][CH2:56][CH2:57]1)=[O:58])=[N:59][C:60]([N:61]1[CH2:62][CH2:63][CH2:64][CH2:65][CH2:66]1)=[O:67].[cH:1]1[cH:2][cH:3][cH:4][c:5]2[c:11]1[CH:10]([O:12][CH2:13][CH2:14][OH:15])[c:9]1[c:8]([cH:19][cH:18][cH:17][cH:16]1)[CH2:7][O:6]2.[cH:68]1[cH:69][cH:70][cH:71][cH:72][cH:73]1>>[cH:1]1[cH:2][cH:3][cH:4][c:5]2[c:11]1[CH:10]([O:12][CH2:13][CH2:14][O:15][c:42]1[cH:41][cH:40][c:39]([CH2:38][CH:37]([C:36]([O:35][CH2:33][CH3:34])=[O:49])[O:46][CH2:47][CH3:48])[cH:44][cH:43]1)[c:9]1[c:8]([cH:19][cH:18][cH:17][cH:16]1)[CH2:7][O:6]2. Product: CCOC(=O)C(Cc1ccc(OCCOC2c3ccccc3COc3ccccc32)cc1)OCC. The reactants are CCCCP(CCCC)CCCC, CCOC(=O)C(Cc1ccc(O)cc1)OCC, CCCCCCC, O=C(N=NC(=O)N1CCCCC1)N1CCCCC1, OCCOC1c2ccccc2COc2ccccc21, c1ccccc1.